Dataset: the Open Reaction Database (ORD), a public repository of structured organic reaction records. Task: describe an organic reaction: reactants, conditions, products, and yield Starting materials: BrC=1C(=NC(=NC1)C)O (5-Bromo-2-methylpyrimidin-4-ol), P(=O)(Cl)(Cl)Cl (phosphorous oxychloride). Run at temperature 120 celsius. Yields the product BrC=1C(=NC(=NC1)C)Cl (5-Bromo-4-chloro-2-methylpyrimidine). Reaction SMILES: [Br:1][C:2]1[C:3](O)=[N:4][C:5]([CH3:8])=[N:6][CH:7]=1.P(Cl)(Cl)([Cl:12])=O>>[Br:1][C:2]1[C:3]([Cl:12])=[N:4][C:5]([CH3:8])=[N:6][CH:7]=1. Procedure details: 5-Bromo-2-methylpyrimidin-4-ol (MM1) (30 g, 159 mmol) was suspended in phosphorous oxychloride (150 mL). The reaction mixture was heated at 120° C. for 30 minutes. The reaction mixture was cooled to ambient temperature, concentrated in vacuo and azeotroped twice with toluene. The crude residue was diluted with EtOAc (600 mL) and cooled to 0° C. Aqueous sodium bicarbonate (150 mL) was slowly added with stirring. The organic layer was washed once more with sodium bicarbonate (150 mL), dried over M... The reactants are Brc1ccccn1, C1COCCO1, I[Cu]I, [K+], [K+], [K+], NC1CCCCC1N, O=P([O-])([O-])[O-], O=C1NCCN1c1ccc2ncsc2c1. The product is O=C1N(c2ccc3ncsc3c2)CCN1c1ccccn1. Reaction SMILES: [Br:16][c:17]1[n:18][cH:19][cH:20][cH:21][cH:22]1.[CH2:42]1[O:43][CH2:44][CH2:45][O:46][CH2:47]1.[Cu:39]([I:40])[I:41].[K+:36].[K+:37].[K+:38].[NH2:23][CH:24]1[CH2:25][CH2:26][CH2:27][CH2:28][CH:29]1[NH2:30].[P:31]([O-:32])([O-:33])([O-:34])=[O:35].[s:1]1[cH:2][n:3][c:4]2[c:5]1[cH:6][c:7]([N:10]1[C:11](=[O:15])[NH:12][CH2:13][CH2:14]1)[cH:8][cH:9]2>>[s:1]1[cH:2][n:3][c:4]2[c:5]1[cH:6][c:7]([N:10]1[C:11](=[O:15])[N:12]([c:17]3[n:18][cH:19][cH:20][cH:21][cH:22]3)[CH2:13][CH2:14]1)[cH:8][cH:9]2. Reactants: N1N=C(C2=CC=CC=C12)/C=C/C1=C(C=C(C=C1)C(=O)N1CCNCC1)NC(=O)C=1SC=CC1C ((E)-N-{2-[2-(1H-indazol-3-yl)vinyl]-5-(piperazin-1-ylcarbonyl)phenyl}-3-methylthiophene-2-carboxamide), O.ON1N=NC2=C1C=CC=C2 (1-hydroxybenzotriazole monohydrate), C(CCl)Cl (EDC), C(C)(C)(C)OC(=O)N1[C@H](C(=O)O)CCC1 (N-(tert-butoxycarbonyl)-L-proline). Solvent: C1CCOC1 (THF), C(C)(=O)OCC (ethyl acetate). Run at temperature 60 celsius, time 2 hour. The product is N1N=C(C2=CC=CC=C12)/C=C/C1=C(C=C(C=C1)C(=O)N1CCN(CC1)C(=O)[C@H]1NCCC1)NC(=O)C=1SC=CC1C ((S)-(E)-N-{2-[2-(1H-indazol-3-yl)vinyl]-5-[4-(pyrrolidin-2-ylcarbonyl)piperazin-1-ylcarbonyl]phenyl}-3-methylthiophene-2-carboxamide). Yield: 58.6%. RXN SMILES: C(OC([N:8]1[CH2:15][CH2:14][CH2:13][C@H:9]1[C:10]([OH:12])=O)=O)(C)(C)C.[NH:16]1[C:24]2[C:19](=[CH:20][CH:21]=[CH:22][CH:23]=2)[C:18](/[CH:25]=[CH:26]/[C:27]2[CH:32]=[CH:31][C:30]([C:33]([N:35]3[CH2:40][CH2:39][NH:38][CH2:37][CH2:36]3)=[O:34])=[CH:29][C:28]=2[NH:41][C:42]([C:44]2[S:45][CH:46]=[CH:47][C:48]=2[CH3:49])=[O:43])=[N:17]1.O.ON1C2C=CC=CC=2N=N1.C(Cl)CCl>C1COCC1.C(OCC)(=O)C>[NH:16]1[C:24]2[C:19](=[CH:20][CH:21]=[CH:22][CH:23]=2)[C:18](/[CH:25]=[CH:26]/[C:27]2[CH:32]=[CH:31][C:30]([C:33]([N:35]3[CH2:36][CH2:37][N:38]([C:10]([C@@H:9]4[CH2:13][CH2:14][CH2:15][NH:8]4)=[O:12])[CH2:39][CH2:40]3)=[O:34])=[CH:29][C:28]=2[NH:41][C:42]([C:44]2[S:45][CH:46]=[CH:47][C:48]=2[CH3:49])=[O:43])=[N:17]1 |f:2.3|. Procedure: N-(tert-butoxycarbonyl)-L-proline (0.20 g, 0.42 mmol) was dissolved in THF (10 mL) and the solution was added with Compound 99 (0.14 g, 0.42 mmol), 1-hydroxybenzotriazole monohydrate (75 mg, 0.54 mmol) and EDC (0.11 g, 0.59 mmol), followed by stirring at 60° C. for 2 hours. After the reaction, the reaction mixture was added with ethyl acetate, washed with saturated aqueous sodium hydrogencarbonate solution and the organic layer was concentrated under reduced pressure. The obtained (S)-(E)-N-2-(4... Reactants: Cl.C(C)(=O)N(C1=C(C=CC=C1)OCC)CC1CNCCO1 (2-(N-acetyl-2-ethoxyanilino)methylmorpholine hydrochloride), C=O (formaldehyde), C(=O)O (formic acid), [OH-].[Na+] (sodium hydroxide). Product: C(C(=O)O)(=O)O.C(C)(=O)N(C1=C(C=CC=C1)OCC)C1CN(CCO1)C (2-(N-acetyl-2-ethoxyanilino)-4-methylmorpholine hydrogen oxalate). As a reaction SMILES: Cl.[C:2]([N:5]([CH2:15][CH:16]1[O:21]CCNC1)[C:6]1[CH:11]=[CH:10][CH:9]=[CH:8][C:7]=1[O:12][CH2:13][CH3:14])(=[O:4])[CH3:3].C=[O:23].[OH-:24].[Na+].[CH:26]([OH:28])=[O:27]>>[C:16]([OH:21])(=[O:23])[C:26]([OH:28])=[O:27].[C:15]([N:5]([CH:2]1[O:4][CH2:3][CH2:2][N:5]([CH3:6])[CH2:3]1)[C:6]1[CH:11]=[CH:10][CH:9]=[CH:8][C:7]=1[O:12][CH2:13][CH3:14])(=[O:24])[CH3:16] |f:0.1,3.4,6.7|. Procedure: A mixture of 2-(N-acetyl-2-ethoxyanilino)methylmorpholine hydrochloride (10 g.), formic acid (25 ml.) and formaldehyde (25 ml.; 40% solution) is heated at 95°-100° C. for 8 hours, poured onto ice (ca. 500 g.), basified (pH 11) with sodium hydroxide solution (40%) and extracted with ether (2× 200 ml.; 1× 100 ml.). The ethereal extracts are combined, dried (Na2SO4), filtered and the filtrate is treated with an excess of ethereal oxalic acid solution to give 2-(N-acetyl-2-ethoxyanilino)-4-methylmor... Reactants: ClC1=CC(=C(C=C1)C1=CC=CC=C1)CCO (2-(4-chlorobiphenyl-2-yl)ethanol), P(Br)(Br)Br (PBr3), O (water). Run in C1(=CC=CC=C1)C (toluene). Conditions: time 20 hour. The product is BrCCC1=C(C=CC(=C1)Cl)C1=CC=CC=C1 (2-(2-Bromoethyl)-4-chlorobiphenyl). Isolated yield 119.4%. RXN SMILES: [Cl:1][C:2]1[CH:7]=[CH:6][C:5]([C:8]2[CH:13]=[CH:12][CH:11]=[CH:10][CH:9]=2)=[C:4]([CH2:14][CH2:15]O)[CH:3]=1.P(Br)(Br)[Br:18].O>C1(C)C=CC=CC=1>[Br:18][CH2:15][CH2:14][C:4]1[CH:3]=[C:2]([Cl:1])[CH:7]=[CH:6][C:5]=1[C:8]1[CH:13]=[CH:12][CH:11]=[CH:10][CH:9]=1. Procedure details: To a solution, maintained at 5° C., of 710 mg (3.05 mmol) of 2-(4-chlorobiphenyl-2-yl)ethanol, prepared in Example 51, in 10 ml of toluene are added 97 μl (1.02 mmol) of PBr3, and the reaction medium is allowed to return to room temperature. After stirring for 20 hours, the reaction medium is poured into 100 ml of water and extracted with ethyl acetate. The organic phase is washed with water, dried over Na2SO4 and then concentrated under vacuum to give a yellow liquid, which is purified by flash... The reactants are BrC1=C(C=CC=C1)O (ortho-bromo-phenol), C([O-])([O-])=O.[K+].[K+] (potassium carbonate), C(C)(C)I (isopropyl iodide). Solvent: C(C)(C)O (isopropanol). Conditions: time 8 hour. Yields the product BrC1=C(C=CC=C1)OC(C)C (1-bromo-2-isopropoxy-benzene). RXN SMILES: [Br:1][C:2]1[CH:7]=[CH:6][CH:5]=[CH:4][C:3]=1[OH:8].C(=O)([O-])[O-].[K+].[K+].[CH:15](I)([CH3:17])[CH3:16]>C(O)(C)C>[Br:1][C:2]1[CH:7]=[CH:6][CH:5]=[CH:4][C:3]=1[O:8][CH:15]([CH3:17])[CH3:16] |f:1.2.3|. Procedure details: Prepare a stirred mixture of ortho-bromo-phenol (25.951 g, 17.4 mL, 0.15 mole) and potassium carbonate (20.70 g, 0.16 mole) in 175 mL isopropanol at ambient temperature under argon. Slowly add isopropyl iodide (22.2 g, 16.00 mL), heat at reflux and stir the mixture overnight. Cool to ambient temperature then filter, condensing the filtrate on a rotary evaporator. Dissolve the residual oil in diethyl ether (300 mL) and twice extract with 100 mL 50% sodium hyroxide. Separate, wash with brine and c... The reactants are COC(=O)C(Cc1ccc(C2=CC(=O)N(C(C)(C)C)S2(=O)=O)c(Cl)c1)NC(=O)OC(C)(C)C, CC(=O)O, CCOC(C)=O, C1CCOC1. Product: COC(=O)C(Cc1ccc(C2CC(=O)N(C(C)(C)C)S2(=O)=O)c(Cl)c1)NC(=O)OC(C)(C)C. Reaction SMILES: [C:1]([CH3:2])([CH3:3])([CH3:4])[O:5][C:6](=[O:7])[NH:8][CH:9]([C:10](=[O:11])[O:12][CH3:13])[CH2:14][c:15]1[cH:16][c:17]([Cl:33])[c:18]([C:21]2=[CH:22][C:23](=[O:32])[N:24]([C:28]([CH3:29])([CH3:30])[CH3:31])[S:25]2(=[O:26])=[O:27])[cH:19][cH:20]1.[CH3:34][C:35](=[O:36])[OH:37].[CH3:43][CH2:44][O:45][C:46](=[O:47])[CH3:48].[O:38]1[CH2:39][CH2:40][CH2:41][CH2:42]1>>[C:1]([CH3:2])([CH3:3])([CH3:4])[O:5][C:6](=[O:7])[NH:8][CH:9]([C:10](=[O:11])[O:12][CH3:13])[CH2:14][c:15]1[cH:16][c:17]([Cl:33])[c:18]([CH:21]2[CH2:22][C:23](=[O:32])[N:24]([C:28]([CH3:29])([CH3:30])[CH3:31])[S:25]2(=[O:26])=[O:27])[cH:19][cH:20]1. Reactants: CC1(C)COB(c2cccc(CBr)c2)OC1, CCNCC, CCOC(C)=O. The product is CCN(CC)Cc1cccc(B2OCC(C)(C)CO2)c1. Reaction SMILES: [Br:1][CH2:2][c:3]1[cH:4][c:5]([B:9]2[O:10][CH2:11][C:12]([CH3:15])([CH3:16])[CH2:13][O:14]2)[cH:6][cH:7][cH:8]1.[CH2:17]([CH3:18])[NH:19][CH2:20][CH3:21].[CH3:22][CH2:23][O:24][C:25](=[O:26])[CH3:27]>>[CH2:2]([c:3]1[cH:4][c:5]([B:9]2[O:10][CH2:11][C:12]([CH3:15])([CH3:16])[CH2:13][O:14]2)[cH:6][cH:7][cH:8]1)[N:19]([CH2:17][CH3:18])[CH2:20][CH3:21].